This data is from the Open Reaction Database (ORD), a public repository of structured organic reaction records. The task is: describe an organic reaction: reactants, conditions, products, and yield Starting materials: [N+](=O)([O-])C=1C(=C(CN)C=CC1C)C (3-Nitro-2,4-dimethyl-benzylamine), CC(C(=O)Cl)(C)C (2,2-dimethyl-propionic acid chloride), TEA. Run in C1CCOC1 (THF). Conditions: time 8 hour. Yields the product [N+](=O)([O-])C=1C(=C(CNC(C(C)(C)C)=O)C=CC1C)C (N-(3-Nitro-2,4-dimethyl-benzyl)-2,2-dimethyl-propionamide). As a reaction SMILES: [N+:1]([C:4]1[C:5]([CH3:13])=[C:6]([CH:9]=[CH:10][C:11]=1[CH3:12])[CH2:7][NH2:8])([O-:3])=[O:2].[CH3:14][C:15]([CH3:20])([CH3:19])[C:16](Cl)=[O:17]>C1COCC1>[N+:1]([C:4]1[C:5]([CH3:13])=[C:6]([CH:9]=[CH:10][C:11]=1[CH3:12])[CH2:7][NH:8][C:16](=[O:17])[C:15]([CH3:20])([CH3:19])[CH3:14])([O-:3])=[O:2]. Reported procedure: 3-Nitro-2,4-dimethyl-benzylamine (1.40 g, crude) is added to a mixture of 2,2-dimethyl-propionic acid chloride (0.682 mL, 5.5 mmol) and TEA (1.92 mL, 13.8 mmol) in THF (30 mL) and it is stirred overnight. The reaction mixture is concentrated, diluted with EtOAc, washed successively with 2 M aq. HCl-solution, 5% aq. NaHCO3 solution and water, dried with Na2SO4 filtered and concentrated.